This data is from the Open Reaction Database (ORD), a public repository of structured organic reaction records. The task is: describe an organic reaction: reactants, conditions, products, and yield The reactants are CCO, Cl, [Fe], CC1(C)CC(=O)N(c2cccc([N+](=O)[O-])c2)C1=O, [Na+], [OH-], O. The product is CC1(C)CC(=O)N(c2cccc(N)c2)C1=O. RXN SMILES: [CH2:20]([OH:21])[CH3:22].[ClH:19].[Fe:25].[N+:1]([O-:2])(=[O:3])[c:4]1[cH:5][c:6]([N:10]2[C:11](=[O:18])[C:12]([CH3:16])([CH3:17])[CH2:13][C:14]2=[O:15])[cH:7][cH:8][cH:9]1.[Na+:24].[OH-:23].[OH2:26]>>[NH2:1][c:4]1[cH:5][c:6]([N:10]2[C:11](=[O:18])[C:12]([CH3:16])([CH3:17])[CH2:13][C:14]2=[O:15])[cH:7][cH:8][cH:9]1. Reactants: OCCCBr, O=C([O-])[O-], CN(C)C=O, ClC(Cl)Cl, [K+], [K+], N#Cc1ccc(OCCCC2CCNCC2)cc1, O. The product is N#Cc1ccc(OCCCC2CCN(CCCO)CC2)cc1. Reaction SMILES: [Br:30][CH2:31][CH2:32][CH2:33][OH:34].[C:24](=[O:25])([O-:26])[O-:27].[CH3:1][N:2]([CH3:3])[CH:4]=[O:5].[CH:36]([Cl:37])([Cl:38])[Cl:39].[K+:28].[K+:29].[NH:6]1[CH2:7][CH2:8][CH:9]([CH2:12][CH2:13][CH2:14][O:15][c:16]2[cH:17][cH:18][c:19]([C:20]#[N:21])[cH:22][cH:23]2)[CH2:10][CH2:11]1.[OH2:35]>>[N:6]1([CH2:31][CH2:32][CH2:33][OH:34])[CH2:7][CH2:8][CH:9]([CH2:12][CH2:13][CH2:14][O:15][c:16]2[cH:17][cH:18][c:19]([C:20]#[N:21])[cH:22][cH:23]2)[CH2:10][CH2:11]1. The reactants are [Li]CCCC (n-BuLi), CCCCCC (hexane), Cl (hydrochloric acid), COP(N(C)C)(OC)(C)C (hexamethylphosphorous amide), C1CCOC1 (THF), CI (CH3I), C(=O)=O.CC(=O)C (dry ice acetone), C(C)(C)NC(C)C (diisopropyl amine), C1CCOC1 (THF), methyl ester, C1CCOC1 (THF). Conditions: time 5 minute. Yields the product C(CCCCC)OCC1C(C2CCC1O2)C(C(C(=O)OC)C)CCCC (3-[3-[(Hexyloxy)methyl]-7-oxabicyclo[2.2.1]hept-2-yl]-2-methylheptanoic acid, methyl ester). RXN SMILES: [CH:1](NC(C)C)([CH3:3])[CH3:2].[C:8](=[O:10])=[O:9].[CH3:11][C:12]([CH3:14])=[O:13].[Li][CH2:16][CH2:17][CH2:18][CH3:19].[CH3:20][CH2:21][CH2:22][CH2:23][CH2:24][CH3:25].[CH3:26]OP(C)(C)(OC)N(C)C.CI.Cl.[CH2:39]1[CH2:43][O:42][CH2:41][CH2:40]1>>[CH2:43]([O:42][CH2:41][CH:14]1[CH:12]2[O:13][CH:21]([CH2:20][CH2:11]2)[CH:22]1[CH:23]([CH2:16][CH2:17][CH2:18][CH3:19])[CH:24]([CH3:25])[C:8]([O:10][CH3:26])=[O:9])[CH2:39][CH2:40][CH2:2][CH2:1][CH3:3] |f:1.2|. Procedure: A solution of dry diisopropyl amine (0.561 ml, 4.0 mmole) in dry THF (15 ml) was cooled and stirred in a bath at -78° (dry ice-acetone) under nitrogen and 1.65M n-BuLi in hexane (1.88 ml, 3.1 mmole) was added dropwise. After 5.0 minutes, a solution of the Example 63 methyl ester (1.06 g, 3.0 mmole) in dry THF (10 ml) was added dropwise in about 5 minutes. After another 15 minutes, a solution of dry hexamethylphosphorous amide (HMPA) (2.0 ml) in dry THF (2.0 ml) was added, followed by CH3I (1.68 ... Starting materials: CCN(C(C)C)C(C)C, CC(C)O, [Cl-], CC1(C)COC(CSCC(=O)N2C(=O)OCC2c2ccccc2)(c2ccc(Cl)cc2)OC1, CC(C)(C)OC(=O)COc1ccc(C=Nc2ccc(Cl)cc2)cc1, ClCCl, [NH4+]. Yields the product CC1(C)COC(CSC(C(=O)N2C(=O)OCC2c2ccccc2)C(Nc2ccc(Cl)cc2)c2ccc(OCC(=O)OC(C)(C)C)cc2)(c2ccc(Cl)cc2)OC1. RXN SMILES: [CH2:57]([N:58]([CH:59]([CH3:60])[CH3:61])[CH:62]([CH3:63])[CH3:64])[CH3:65].[CH:71]([OH:72])([CH3:73])[CH3:74].[Cl-:66].[Cl:1][c:2]1[cH:3][cH:4][c:5]([C:8]2([CH2:16][S:17][CH2:18][C:19](=[O:20])[N:21]3[C:22](=[O:32])[O:23][CH2:24][CH:25]3[c:26]3[cH:27][cH:28][cH:29][cH:30][cH:31]3)[O:9][CH2:10][C:11]([CH3:14])([CH3:15])[CH2:12][O:13]2)[cH:6][cH:7]1.[Cl:33][c:34]1[cH:35][cH:36][c:37]([N:40]=[CH:41][c:42]2[cH:43][cH:44][c:45]([O:46][CH2:47][C:48](=[O:49])[O:50][C:51]([CH3:52])([CH3:53])[CH3:54])[cH:55][cH:56]2)[cH:38][cH:39]1.[Cl:68][CH2:69][Cl:70].[NH4+:67]>>[Cl:1][c:2]1[cH:3][cH:4][c:5]([C:8]2([CH2:16][S:17][CH:18]([C:19](=[O:20])[N:21]3[C:22](=[O:32])[O:23][CH2:24][CH:25]3[c:26]3[cH:27][cH:28][cH:29][cH:30][cH:31]3)[CH:41]([NH:40][c:37]3[cH:36][cH:35][c:34]([Cl:33])[cH:39][cH:38]3)[c:42]3[cH:43][cH:44][c:45]([O:46][CH2:47][C:48](=[O:49])[O:50][C:51]([CH3:52])([CH3:53])[CH3:54])[cH:55][cH:56]3)[O:9][CH2:10][C:11]([CH3:14])([CH3:15])[CH2:12][O:13]2)[cH:6][cH:7]1. The reactants are CC1(N(CCN(C1)C(C1=CC(=C(C=C1)[N+](=O)[O-])NC)=O)C(=O)C1=NN(C=N1)C1=CC=CC=C1)C ([2,2-dimethyl-4-(3-methylamino-4-nitro-benzoyl)-piperazin-1-yl]-(1-phenyl-1H-[1,2,4]-triazol-3-yl)-methanone). Reagents/catalysts: [Ni] (Raney nickel). Solvent: CO (MeOH). Conditions: time 7.5 hour. Yields the product NC1=C(C=C(C(=O)N2CC(N(CC2)C(=O)C2=NN(C=N2)C2=CC=CC=C2)(C)C)C=C1)NC ([4-(4-Amino-3-methylamino-benzoyl)-2,2-dimethyl-piperazin-1-yl]-(1-phenyl-1H-[1,2,4]-triazol-3-yl)-methanone). Reaction SMILES: [CH3:1][C:2]1([CH3:34])[CH2:7][N:6]([C:8](=[O:20])[C:9]2[CH:14]=[CH:13][C:12]([N+:15]([O-])=O)=[C:11]([NH:18][CH3:19])[CH:10]=2)[CH2:5][CH2:4][N:3]1[C:21]([C:23]1[N:27]=[CH:26][N:25]([C:28]2[CH:33]=[CH:32][CH:31]=[CH:30][CH:29]=2)[N:24]=1)=[O:22]>[Ni].CO>[NH2:15][C:12]1[CH:13]=[CH:14][C:9]([C:8]([N:6]2[CH2:5][CH2:4][N:3]([C:21]([C:23]3[N:27]=[CH:26][N:25]([C:28]4[CH:33]=[CH:32][CH:31]=[CH:30][CH:29]=4)[N:24]=3)=[O:22])[C:2]([CH3:34])([CH3:1])[CH2:7]2)=[O:20])=[CH:10][C:11]=1[NH:18][CH3:19]. Procedure: A mixture of 445 mg (0.960 mmol) [2,2-dimethyl-4-(3-methylamino-4-nitro-benzoyl)-piperazin-1-yl]-(1-phenyl-1H-[1,2,4]-triazol-3-yl)-methanone and 300 mg Raney nickel in 50 mL MeOH was hydrogenated at RT for 7.5 h. The catalyst was removed by filtration and the solvent was evaporated in vacuo.